The task is: describe an organic reaction: reactants, conditions, products, and yield. This data is from the Open Reaction Database (ORD), a public repository of structured organic reaction records. Starting materials: C(C)OC=NC#N (N-cyanoimidoformic acid ethyl ester), NC1C(CC=2SC=CC21)(C)C (4-amino-5,6-dihydro-5,5-dimethyl-4H-cyclopenta-[b]thiophene). Run in C(C)O (ethanol). Run at time 2 hour. Yields the product C(#N)NC=NC1C(CC=2SC=CC21)(C)C (N-cyano-N'-(5,6-dihydro-5,5-dimethyl-4H-cyclopenta[b]thiophen-4-yl)-formamidine). Yield: 55.9%. RXN SMILES: C(O[CH:4]=[N:5][C:6]#[N:7])C.[NH2:8][CH:9]1[C:16]2[CH:15]=[CH:14][S:13][C:12]=2[CH2:11][C:10]1([CH3:18])[CH3:17]>C(O)C>[C:6]([NH:5][CH:4]=[N:8][CH:9]1[C:16]2[CH:15]=[CH:14][S:13][C:12]=2[CH2:11][C:10]1([CH3:18])[CH3:17])#[N:7]. Procedure details: 2.7 g of N-cyanoimidoformic acid ethyl ester are added dropwise to a solution of 3.0 g of 4-amino-5,6-dihydro-5,5-dimethyl-4H-cyclopenta-[b]thiophene in 1.0 ml of ethanol. The exothermic reaction is complete after 2 hours. The reaction mixture is concentrated by evaporation. The crystalline residue is recrystallised from ether, yielding 2.2 g of N-cyano-N'-(5,6-dihydro-5,5-dimethyl-4H-cyclopenta[b]thiophen-4-yl)-formamidine having a melting point of 118°-119° C. Starting materials: NC=1C=C(OC=2C(=CC3=C(N=C(N3COCC[Si](C)(C)C)C3=NC=CC=C3)C2)C2N(CCC2)C(C)=O)C=CC1N (1-(2-(6-(3,4-diamino-phenoxy)-2-pyridin-2-yl-3-(2-trimethylsilanyl-ethoxymethyl)-3H-benzimidazol-5-yl)-pyrrolidin-1-yl)-ethanone), C(=O)O (formic acid). Reaction conditions: temperature 100 celsius, time 2 hour. Product: N1=CNC2=C1C=CC(=C2)OC=2C(=CC1=C(N=C(N1)C1=NC=CC=C1)C2)C2N(CCC2)C(C)=O (1-(2-(6-(3H-benzimidazol-5-yloxy)-2 pyridin-2-yl-3H-benzimidazol-5-yl)-pyrrolidin-1-yl)-ethanone). As a reaction SMILES: [NH2:1][C:2]1[CH:3]=[C:4]([CH:37]=[CH:38][C:39]=1[NH2:40])[O:5][C:6]1[C:7]([CH:29]2[CH2:33][CH2:32][CH2:31][N:30]2[C:34](=[O:36])[CH3:35])=[CH:8][C:9]2[N:13](COCC[Si](C)(C)C)[C:12]([C:22]3[CH:27]=[CH:26][CH:25]=[CH:24][N:23]=3)=[N:11][C:10]=2[CH:28]=1.[CH:41](O)=O>>[N:40]1[C:39]2[CH:38]=[CH:37][C:4]([O:5][C:6]3[C:7]([CH:29]4[CH2:33][CH2:32][CH2:31][N:30]4[C:34](=[O:36])[CH3:35])=[CH:8][C:9]4[NH:13][C:12]([C:22]5[CH:27]=[CH:26][CH:25]=[CH:24][N:23]=5)=[N:11][C:10]=4[CH:28]=3)=[CH:3][C:2]=2[NH:1][CH:41]=1. Procedure details: 19 mg of 1-(2-(6-(3,4-diamino-phenoxy)-2-pyridin-2-yl-3-(2-trimethylsilanyl-ethoxymethyl)-3H-benzimidazol-5-yl)-pyrrolidin-1-yl)-ethanone obtained in Example 155 (step 2) was dissolved in 1 ml of formic acid, and the reaction liquid was stirred at 100° C. for 2 hours. The reaction liquid was concentrated under reduced pressure, and the resulting residue was purified through reversed-phase middle-pressure liquid chromatography [ODS-AS-360-CC (by YMC), mobile phase: water-acetonitrile-0.1% trifluo...